Dataset: the Open Reaction Database (ORD), a public repository of structured organic reaction records. Task: describe an organic reaction: reactants, conditions, products, and yield Starting materials: O=C(n1ccnc1)n1ccnc1, CC(C)NCCS(=O)(=O)c1ccccc1, NCCN1CCCC1. The product is CC(C)N(CCS(=O)(=O)c1ccccc1)C(=O)NCCN1CCCC1. RXN SMILES: [C:9](=[O:10])([n:11]1[cH:12][cH:13][n:14][cH:15]1)[n:16]1[cH:17][cH:18][n:19][cH:20]1.[CH3:21][CH:22]([CH3:23])[NH:24][CH2:25][CH2:26][S:27](=[O:28])(=[O:29])[c:30]1[cH:31][cH:32][cH:33][cH:34][cH:35]1.[NH2:1][CH2:2][CH2:3][N:4]1[CH2:5][CH2:6][CH2:7][CH2:8]1>>[NH:1]([CH2:2][CH2:3][N:4]1[CH2:5][CH2:6][CH2:7][CH2:8]1)[C:9](=[O:10])[N:24]([CH:22]([CH3:21])[CH3:23])[CH2:25][CH2:26][S:27](=[O:28])(=[O:29])[c:30]1[cH:31][cH:32][cH:33][cH:34][cH:35]1. Reactants: C(C)(C)(C)OC(=O)N1CC(C2=C(CC1)C(=C(C=C2)Cl)SCC2=NC=C(C=C2)C(=O)OC)Cl (3-tert-butoxycarbonyl-7-chloro-6-(5-methoxycarbonyl-pyridin-2-ylmethylthio)-chloro-2,3,4,5-tetrahydro-1H-benzo[d]azepine), [OH-].[Li+] (lithium hydroxide). Solvent: CO (methanol), Cl (HCl), CO (methanol). Run at time 8 hour. The product is C(C)(C)(C)OC(=O)N1CCC2=C(CC1)C(=C(C=C2)Cl)SCC2=NC=C(C=C2)C(=O)O (3-tert-Butoxycarbonyl-6-(5-carboxy-pyridin-2-ylmethylthio)-7-chloro-2,3,4,5-tetrahydro-1H-benzo[d]azepine). Isolated yield 98.4%. Reaction SMILES: [C:1]([O:5][C:6]([N:8]1[CH2:14][CH2:13][C:12]2[C:15]([S:20][CH2:21][C:22]3[CH:27]=[CH:26][C:25]([C:28]([O:30]C)=[O:29])=[CH:24][N:23]=3)=[C:16]([Cl:19])[CH:17]=[CH:18][C:11]=2[CH:10](Cl)[CH2:9]1)=[O:7])([CH3:4])([CH3:3])[CH3:2].[OH-].[Li+]>CO.Cl>[C:1]([O:5][C:6]([N:8]1[CH2:14][CH2:13][C:12]2[C:15]([S:20][CH2:21][C:22]3[CH:27]=[CH:26][C:25]([C:28]([OH:30])=[O:29])=[CH:24][N:23]=3)=[C:16]([Cl:19])[CH:17]=[CH:18][C:11]=2[CH2:10][CH2:9]1)=[O:7])([CH3:4])([CH3:2])[CH3:3] |f:1.2|. Procedure details: Dissolve 3-tert-butoxycarbonyl-7-chloro-6-(5-methoxycarbonyl-pyridin-2-ylmethylthio)-chloro-2,3,4,5-tetrahydro-1H-benzo[d]azepine (1.86 g, 4.03 mmol) in methanol (25 mL). Add 1M aqueous lithium hydroxide (12 mL) and stir at ambient temperature overnight. Remove methanol in vacuo, and dilute the mixture with cold 0.5M aqueous HCl to pH 4. Add brine and extract three times with EtOAc. Dry over anhydrous Na2SO4, and concentrate in vacuo to give the title compound as an off-white solid (1.78 g, 95%)... The reactants are C, CC(C)(C)OC(=O)c1ccc(-c2ccccc2)cc1NC(=O)c1ccc(-c2ccccn2)cc1OCc1ccccc1, CCOC(C)=O, CO, ClC(Cl)Cl, C1COCCO1, [Pd]. The product is CC(C)(C)OC(=O)c1ccc(-c2ccccc2)cc1NC(=O)c1ccc(-c2ccccn2)cc1O. Reaction SMILES: [C:61].[CH2:1]([c:2]1[cH:3][cH:4][cH:5][cH:6][cH:7]1)[O:8][c:9]1[c:10]([C:11](=[O:12])[NH:13][c:14]2[c:15]([C:16](=[O:17])[O:18][C:19]([CH3:20])([CH3:21])[CH3:22])[cH:23][cH:24][c:25](-[c:27]3[cH:28][cH:29][cH:30][cH:31][cH:32]3)[cH:26]2)[cH:33][cH:34][c:35](-[c:37]2[n:38][cH:39][cH:40][cH:41][cH:42]2)[cH:36]1.[CH3:43][CH2:44][O:45][C:46](=[O:47])[CH3:48].[CH3:53][OH:54].[CH:49]([Cl:50])([Cl:51])[Cl:52].[O:55]1[CH2:56][CH2:57][O:58][CH2:59][CH2:60]1.[Pd:62]>>[OH:8][c:9]1[c:10]([C:11](=[O:12])[NH:13][c:14]2[c:15]([C:16](=[O:17])[O:18][C:19]([CH3:20])([CH3:21])[CH3:22])[cH:23][cH:24][c:25](-[c:27]3[cH:28][cH:29][cH:30][cH:31][cH:32]3)[cH:26]2)[cH:33][cH:34][c:35](-[c:37]2[n:38][cH:39][cH:40][cH:41][cH:42]2)[cH:36]1. Starting materials: OCCN1C(=O)C=2C=CC=3NC4=CC=C(C=C4C3C2C1=O)OC (N-(2-hydroxyethyl)-6-methoxycarbazole-3,4-dicarboximide), C(Br)(Br)(Br)Br (carbon tetrabromide), C1(=CC=CC=C1)P(C1=CC=CC=C1)C1=CC=CC=C1 (triphenylphosphine). Solvent: CN(C=O)C (N,N-dimethylformamide). Reaction conditions: time 2 hour. Product: BrCCN1C(=O)C=2C=CC=3NC4=CC=C(C=C4C3C2C1=O)OC (N-(2-bromoethyl)-6-methoxycarbazole-3,4-dicarboximide). The yield is 42.5%. RXN SMILES: O[CH2:2][CH2:3][N:4]1[C:20](=[O:21])[C:19]2[C:18]3[C:17]4[C:12](=[CH:13][CH:14]=[C:15]([O:22][CH3:23])[CH:16]=4)[NH:11][C:10]=3[CH:9]=[CH:8][C:7]=2[C:5]1=[O:6].C(Br)(Br)(Br)[Br:25].C1(P(C2C=CC=CC=2)C2C=CC=CC=2)C=CC=CC=1>CN(C)C=O>[Br:25][CH2:2][CH2:3][N:4]1[C:20](=[O:21])[C:19]2[C:18]3[C:17]4[C:12](=[CH:13][CH:14]=[C:15]([O:22][CH3:23])[CH:16]=4)[NH:11][C:10]=3[CH:9]=[CH:8][C:7]=2[C:5]1=[O:6]. Procedure: In 4.5 ml of N,N-dimethylformamide was dissolved 450 mg of N-(2-hydroxyethyl)-6-methoxycarbazole-3,4-dicarboximide. Thereto were added 1.06 g of carbon tetrabromide and 840 mg of triphenylphosphine. The mixture was stirred at room temperature for 2 hours. The solvent was removed by distillation under reduced pressure. The residue was mixed with 50 ml of water and 50 ml of ethyl acetate. The mixture was stirred at room temperature for 10 minutes. The resulting insoluble material was removed by fi... Reactants: CCO, CO, Cc1ccc([N+](=O)[O-])c(NC2CCN(C3CCC(OCC4CC4)CC3)CC2)c1, NN, O. Product: Cc1ccc(N)c(NC2CCN(C3CCC(OCC4CC4)CC3)CC2)c1. Reaction SMILES: [CH3:32][CH2:33][OH:34].[CH3:35][OH:36].[CH:1]1([CH2:4][O:5][CH:6]2[CH2:7][CH2:8][CH:9]([N:12]3[CH2:13][CH2:14][CH:15]([NH:18][c:19]4[c:20]([N+:26]([O-:27])=[O:28])[cH:21][cH:22][c:23]([CH3:25])[cH:24]4)[CH2:16][CH2:17]3)[CH2:10][CH2:11]2)[CH2:2][CH2:3]1.[NH2:30][NH2:31].[OH2:29]>>[CH:1]1([CH2:4][O:5][CH:6]2[CH2:7][CH2:8][CH:9]([N:12]3[CH2:13][CH2:14][CH:15]([NH:18][c:19]4[c:20]([NH2:26])[cH:21][cH:22][c:23]([CH3:25])[cH:24]4)[CH2:16][CH2:17]3)[CH2:10][CH2:11]2)[CH2:2][CH2:3]1. Starting materials: O1C=CC=2C1=CN=C(C2)CO (Furo[2,3-c]pyridin-5-yl methanol), C1(=O)N(C(=O)N(C(=O)N1Cl)Cl)Cl (1,3,5-trichloro-2,4,6-triazinetrione). Reagents/catalysts: CC1(CCCC(N1[O])(C)C)C (2,2,6,6-tetramethylpiperidine 1-oxyl). The solvent is CC(=O)C (acetone). Reaction conditions: time 5 minute. The product is O1C=CC=2C1=CN=C(C2)C=O (furo[2,3-c]pyridine-5-carbaldehyde). Yield: 95.0%. RXN SMILES: [O:1]1[C:5]2=[CH:6][N:7]=[C:8]([CH2:10][OH:11])[CH:9]=[C:4]2[CH:3]=[CH:2]1.C1(N(Cl)C(=O)N(Cl)C(=O)N1Cl)=O>CC(C)=O.CC1(C)N([O])C(C)(C)CCC1>[O:1]1[C:5]2=[CH:6][N:7]=[C:8]([CH:10]=[O:11])[CH:9]=[C:4]2[CH:3]=[CH:2]1 |^1:31|. Reported procedure: Furo[2,3-c]pyridin-5-yl methanol (521 mg, 3.49 mmol) was dissolved in acetone (17 mL), added 2,2,6,6-tetramethylpiperidine 1-oxyl (27 mg, 170 μmol) at room temperature. Then, the reaction solution was added 1,3,5-trichloro-2,4,6-triazinetrione (892 mg, 3.84 mmol) under ice-cold conditions, and stirred at the same temperature for 5 minutes. The reaction solution was concentrated in vacuo, added water and a saturated aqueous solution of sodium hydrogen carbonate under ice-cold conditions, extracte... Reactants: CS(=O)(=O)OCCC=1OC2=C(C1)C=C(C=C2)C2=CC=C(C=C2)C(=O)N2CCOCC2 (2-{5-[4-(4-morpholinylcarbonyl)phenyl]-1-benzofuran-2-yl}ethyl methanesulfonate), C(C)NCC (diethylamine). Reported procedure: The product from Example 23D and diethylamine were processed as described in Example 1D to provide the titled compound. 1H NMR (300 MHz, CD3OD) δ 7.82 (m, 1H), 7.74 (d, J=8.1, 2H), 7.54 (m, 2H), 7.51 (d, J=8.1 Hz, 2H), 6.80 (s, 1H), 3.32-3.8 (m, 16H), 1.38 (t, J=7.5 Hz, 6H); MS (DCI) m/z 407 (M+H)+; Yields the product C(C)N(CCC=1OC2=C(C1)C=C(C=C2)C2=CC=C(C=C2)C(=O)N2CCOCC2)CC (N,N-diethyl-N-(2-{5-[4-(4-morpholinylcarbonyl)phenyl]-1-benzofuran-2-yl}ethyl)amine). As a reaction SMILES: CS(O[CH2:6][CH2:7][C:8]1[O:9][C:10]2[CH:16]=[CH:15][C:14]([C:17]3[CH:22]=[CH:21][C:20]([C:23]([N:25]4[CH2:30][CH2:29][O:28][CH2:27][CH2:26]4)=[O:24])=[CH:19][CH:18]=3)=[CH:13][C:11]=2[CH:12]=1)(=O)=O.[CH2:31]([NH:33][CH2:34][CH3:35])[CH3:32]>>[CH2:31]([N:33]([CH2:34][CH3:35])[CH2:6][CH2:7][C:8]1[O:9][C:10]2[CH:11]=[CH:13][C:14]([C:17]3[CH:22]=[CH:21][C:20]([C:23]([N:25]4[CH2:30][CH2:29][O:28][CH2:27][CH2:26]4)=[O:24])=[CH:19][CH:18]=3)=[CH:15][C:16]=2[CH:12]=1)[CH3:32]. Reaction SMILES: [OH:1][C:2]1[CH:3]=[C:4]([CH:7]=[C:8]([N+:11]([O-:13])=[O:12])[C:9]=1[OH:10])[CH:5]=O.[O:14]=[C:15]([CH3:25])[CH2:16][CH2:17][CH2:18][CH2:19][CH2:20][CH2:21][C:22]([OH:24])=[O:23]>>[OH:1][C:2]1[CH:3]=[C:4]([CH:7]=[C:8]([N+:11]([O-:13])=[O:12])[C:9]=1[OH:10])[CH:5]=[C:16]([C:15](=[O:14])[CH3:25])[CH2:17][CH2:18][CH2:19][CH2:20][CH2:21][C:22]([OH:24])=[O:23]. Procedure details: The procedure described in Example 9 was repeated using 1.83 g of 3,4-dihydroxy-5-nitrobenzaldehyde and 1.72 g of 8-ketononanoic acid. Yield 1.85 g (55%), yellow viscous oil. The reactants are OC=1C=C(C=O)C=C(C1O)[N+](=O)[O-] (3,4-dihydroxy-5-nitrobenzaldehyde), O=C(CCCCCCC(=O)O)C (8-ketononanoic acid). Yields the product OC=1C=C(C=C(CCCCCC(=O)O)C(C)=O)C=C(C1O)[N+](=O)[O-] (7-(3,4-Dihydroxy-5-nitrobenzylidene)-8-ketononanoic acid). The reactants are C(C)(C)(C)OC(=O)N1[C@@H](CC(C1)=NOCC1=CC=C(C=C1)OC)C(=O)O ((2S,4EZ)-1-(tert-butoxycarbonyl)-4-{[(4-methoxybenzyl)oxy]imino}-2-pyrrolidinecarboxylic acid), O=C1OC(=CC=C1C(=O)Cl)CCCCC (2-oxo-6-pentyl-2H-pyran-3-carbonyl chloride), N1=CC=CC2=CC(=CC=C12)N (6-quinolinamine). The product is COC1=CC=C(CON=C2C[C@H](N(C2)C(=O)C=2C(OC(=CC2)CCCCC)=O)C(=O)NC=2C=C3C=CC=NC3=CC2)C=C1 ((2S,4EZ)-4-{[(4-methoxybenzyl)oxy]imino}-1-[(2-oxo-6-pentyl-2H-pyran-3-yl)carbonyl]-N-(6-quinolinyl)-2-pyrrolidinecarboxamide). RXN SMILES: C(O[C:6]([N:8]1[CH2:12][C:11](=[N:13][O:14][CH2:15][C:16]2[CH:21]=[CH:20][C:19]([O:22][CH3:23])=[CH:18][CH:17]=2)[CH2:10][C@H:9]1[C:24]([OH:26])=O)=[O:7])(C)(C)C.[O:27]=[C:28]1[C:33](C(Cl)=O)=[CH:32][CH:31]=[C:30]([CH2:37][CH2:38][CH2:39][CH2:40][CH3:41])[O:29]1.[N:42]1[C:51]2[C:46](=[CH:47][C:48]([NH2:52])=[CH:49][CH:50]=2)[CH:45]=[CH:44][CH:43]=1>>[CH3:23][O:22][C:19]1[CH:18]=[CH:17][C:16]([CH2:15][O:14][N:13]=[C:11]2[CH2:12][N:8]([C:6]([C:33]3[C:28](=[O:27])[O:29][C:30]([CH2:37][CH2:38][CH2:39][CH2:40][CH3:41])=[CH:31][CH:32]=3)=[O:7])[C@H:9]([C:24]([NH:52][C:48]3[CH:47]=[C:46]4[C:51](=[CH:50][CH:49]=3)[N:42]=[CH:43][CH:44]=[CH:45]4)=[O:26])[CH2:10]2)=[CH:21][CH:20]=1. Procedure details: Following the general method as outlined in Example 22, starting from (2S,4EZ)-1-(tert-butoxycarbonyl)-4-{[(4-methoxybenzyl)oxy]imino}-2-pyrrolidinecarboxylic acid, 2-oxo-6-pentyl-2H-pyran-3-carbonyl chloride, and 6-quinolinamine the title compound was obtained in 61% purity by LC/MS. MS(ESI+): m/z=583.4.